Task: describe an organic reaction: reactants, conditions, products, and yield. Dataset: the Open Reaction Database (ORD), a public repository of structured organic reaction records Reactants: O=C([O-])O, CCOC(C)=O, CN(C)C=O, O=C(Cl)C(=O)Cl, O=C(O)CCc1cccc(C(F)(F)F)c1, [Na+], C1CCOC1, NNC(=O)c1ccc2[nH]ncc2c1. The product is O=C(CCc1cccc(C(F)(F)F)c1)NNC(=O)c1ccc2[nH]ncc2c1. RXN SMILES: [C:35](=[O:36])([O-:37])[OH:38].[CH3:45][CH2:46][O:47][C:48](=[O:49])[CH3:50].[CH3:51][N:52]([CH3:53])[CH:54]=[O:55].[Cl:16][C:17]([C:18]([Cl:19])=[O:20])=[O:21].[F:1][C:2]([c:3]1[cH:4][c:5]([CH2:9][CH2:10][C:11](=[O:12])[OH:13])[cH:6][cH:7][cH:8]1)([F:14])[F:15].[Na+:39].[O:40]1[CH2:41][CH2:42][CH2:43][CH2:44]1.[nH:22]1[n:23][cH:24][c:25]2[cH:26][c:27]([C:31](=[O:32])[NH:33][NH2:34])[cH:28][cH:29][c:30]12>>[F:1][C:2]([c:3]1[cH:4][c:5]([CH2:9][CH2:10][C:11](=[O:13])[NH:34][NH:33][C:31]([c:27]2[cH:26][c:25]3[cH:24][n:23][nH:22][c:30]3[cH:29][cH:28]2)=[O:32])[cH:6][cH:7][cH:8]1)([F:14])[F:15].